Task: describe an organic reaction: reactants, conditions, products, and yield. Dataset: the Open Reaction Database (ORD), a public repository of structured organic reaction records Starting materials: CC(=O)C.C(Cl)Cl (CH3COCH3 CH2Cl2), C([O-])(O)=O.[Na+] (sodium bicarbonate), C(#N)CCOC(=O)NCCCCCO[C@H]1[C@@H](O[C@@H]([C@]1(O)[Si](C1=CC=CC=C1)(C1=CC=CC=C1)C(C)(C)C)COC(C1=CC=C(C=C1)OC)(C1=CC=C(C=C1)OC)C1=CC=CC=C1)N1C=NC=2C(N)=NC=NC12 (2′-O-[N-cyanoethoxycarbonyl-(5-aminopentyl)]-5′-O-(4,4′-dimethoxytrityl)-3′-tert-butyldiphenylsilyl-adenosine), C(C1=CC=CC=C1)(=O)C1=NN=NN1 (benzoyl-tetrazole). Solvent: O (water), CC#N (CH3CN), CCOC(=O)C (EtOAc). Yields the product C(C1=CC=CC=C1)(=O)NC=1C=2N=CN([C@H]3[C@H](OCCCCCNC(=O)OCCC#N)[C@](O)([C@@H](COC(C4=CC=C(C=C4)OC)(C4=CC=C(C=C4)OC)C4=CC=CC=C4)O3)[Si](C3=CC=CC=C3)(C3=CC=CC=C3)C(C)(C)C)C2N=CN1 (N6-Benzoyl-2′-O-[N-cyanoethoxycarbonyl-(5-aminopentyl)]-5′-O-(4,4′-dimethoxytrityl)-3′-tert-butyldiphenylsilyl-adenosine). RXN SMILES: [C:1]([CH2:3][CH2:4][O:5][C:6]([NH:8][CH2:9][CH2:10][CH2:11][CH2:12][CH2:13][O:14][C@@H:15]1[C@:19]([Si:21]([C:34]([CH3:37])([CH3:36])[CH3:35])([C:28]2[CH:33]=[CH:32][CH:31]=[CH:30][CH:29]=2)[C:22]2[CH:27]=[CH:26][CH:25]=[CH:24][CH:23]=2)([OH:20])[C@@H:18]([CH2:38][O:39][C:40]([C:57]2[CH:62]=[CH:61][CH:60]=[CH:59][CH:58]=2)([C:49]2[CH:54]=[CH:53][C:52]([O:55][CH3:56])=[CH:51][CH:50]=2)[C:41]2[CH:46]=[CH:45][C:44]([O:47][CH3:48])=[CH:43][CH:42]=2)[O:17][C@H:16]1[N:63]1[C:72]2[N:71]=[CH:70][N:69]=[C:67]([NH2:68])[C:66]=2[N:65]=[CH:64]1)=[O:7])#[N:2].[C:73](C1NN=NN=1)(=[O:80])[C:74]1[CH:79]=[CH:78][CH:77]=[CH:76][CH:75]=1.CC(C)=O.C(Cl)Cl.C(=O)(O)[O-].[Na+]>CC#N.CCOC(C)=O.O>[C:73]([NH:68][C:67]1[C:66]2[N:65]=[CH:64][N:63]([C:72]=2[N:71]=[CH:70][N:69]=1)[C@@H:16]1[O:17][C@H:18]([CH2:38][O:39][C:40]([C:57]2[CH:58]=[CH:59][CH:60]=[CH:61][CH:62]=2)([C:41]2[CH:46]=[CH:45][C:44]([O:47][CH3:48])=[CH:43][CH:42]=2)[C:49]2[CH:54]=[CH:53][C:52]([O:55][CH3:56])=[CH:51][CH:50]=2)[C@@:19]([Si:21]([C:34]([CH3:35])([CH3:36])[CH3:37])([C:22]2[CH:27]=[CH:26][CH:25]=[CH:24][CH:23]=2)[C:28]2[CH:29]=[CH:30][CH:31]=[CH:32][CH:33]=2)([OH:20])[C@H:15]1[O:14][CH2:13][CH2:12][CH2:11][CH2:10][CH2:9][NH:8][C:6]([O:5][CH2:4][CH2:3][C:1]#[N:2])=[O:7])(=[O:80])[C:74]1[CH:79]=[CH:78][CH:77]=[CH:76][CH:75]=1 |f:2.3,4.5|. Reported procedure: A solution of compound 54 (0.25 g, 0.25 mmol) and benzoyl-tetrazole (0.09 g, 0.50 mmol) in anhydrous CH3CN (0.5 mL) was stirred in a preheated bath at 65° C. for 1.5 h. After this time, the TLC (10% CH3COCH3/CH2Cl2) that the reaction was complete. The reaction mixture was cooled to room temperature and taken up in EtOAc (30 mL) ,washed with aq saturated sodium bicarbonate solution (2×15 mL) and water (15 mL) dried over anhydrous Na2SO4. Solvent was removed under reduced pressure and the residue ... Reactants: C=1(O)C(O)=CC=CC1 (pyrocatechol), C=1(O)C(O)=CC=CC1 (pyrocatechol), C(C(=O)Cl)(=O)Cl (oxalyl chloride), C(C)OCC (diethyl ether). Solvent: C1(=CC=CC=C1)C (toluene), O1CCOCC1 (dioxane). The product is C(CCC)OCCCC (dibutyl ether). RXN SMILES: C1([C:3](=[CH:5][CH:6]=[CH:7]C=1)[OH:4])O.[C:9](Cl)(=O)[C:10](Cl)=O.[CH2:15](OCC)[CH3:16]>C1(C)C=CC=CC=1.O1CCOCC1>[CH2:15]([O:4][CH2:3][CH2:5][CH2:6][CH3:7])[CH2:16][CH2:9][CH3:10]. Procedure details: 1 mole of pyrocatechol or pyrocatechol derivatives (see Table 1) in a mixture of 500 ml of toluene and 50 ml of dioxane was taken and 1.05 mole of oxalyl chloride were added dropwise at 70° C. Thereafter, the mixture was subsequently stirred until the evolution of gas had ended. After the reaction mixture had cooled to room temperature, it was filtered and the solid product was dried in vacuo. The same results were obtained when diethyl ether or dibutyl ether was used instead of the toluene/diox... Starting materials: Cc1ccccc1, CCCOC(=O)CC(C)=N, O=C(N=C=S)Oc1ccccc1. Yields the product CCCOC(=O)C(C(C)=N)C(=S)NC(=O)Oc1ccccc1. As a reaction SMILES: [CH3:23][c:24]1[cH:25][cH:26][cH:27][cH:28][cH:29]1.[NH:1]=[C:2]([CH2:3][C:4](=[O:5])[O:6][CH2:7][CH2:8][CH3:9])[CH3:10].[O:11]([c:12]1[cH:13][cH:14][cH:15][cH:16][cH:17]1)[C:18](=[O:19])[N:20]=[C:21]=[S:22]>>[NH:1]=[C:2]([CH:3]([C:4](=[O:5])[O:6][CH2:7][CH2:8][CH3:9])[C:21]([NH:20][C:18]([O:11][c:12]1[cH:13][cH:14][cH:15][cH:16][cH:17]1)=[O:19])=[S:22])[CH3:10]. Reactants: CC(=O)[O-], CC(=O)OC(C)=O, CC(=O)O, Clc1cccc2c1CNCC2, Cl, [Na+]. Product: CC(=O)N1CCc2cccc(Cl)c2C1. Reaction SMILES: [CH3:14][C:15]([O-:16])=[O:17].[CH3:18][C:19]([O:20][C:21](=[O:22])[CH3:23])=[O:24].[CH3:25][C:26](=[O:27])[OH:28].[Cl:1][c:2]1[cH:3][cH:4][cH:5][c:6]2[c:11]1[CH2:10][NH:9][CH2:8][CH2:7]2.[ClH:12].[Na+:13]>>[Cl:1][c:2]1[cH:3][cH:4][cH:5][c:6]2[c:11]1[CH2:10][N:9]([C:15]([CH3:14])=[O:16])[CH2:8][CH2:7]2. Reactants: CC1(OC2=C(C(C1)C1=NC=CC=C1)C=C(C=C2)C(=O)O)C ((-)-3,4-dihydro-2,2-dimethyl-4-(2-pyridyl)-2H-1-benzopyran-6-carboxylic acid), CC(C(CC1=NC=CN=C1)=O)(OC1=CC=C(C#N)C=C1)C (4-[1,1-dimethyl-2-oxo-3-(2-pyrazinyl)propoxy]benzonitrile). Solvent: C(C)O (ethanol), O (water). Reaction conditions: temperature 20 celsius, time 1.5 hour. Yields the product OC(C(OC1=CC=C(C#N)C=C1)(C)C)CC1=NC=CN=C1 (4-[2-hydroxy-1,1-dimethyl-3-(2-pyrazinyl)propoxy]benzonitrile). The yield is 62.8%. Reaction SMILES: CC1(C)CC(C2C=CC=CN=2)C2C=C(C(O)=O)C=CC=2O1.[CH3:22][C:23]([CH3:42])([O:33][C:34]1[CH:41]=[CH:40][C:37]([C:38]#[N:39])=[CH:36][CH:35]=1)[C:24](=[O:32])[CH2:25][C:26]1[CH:31]=[N:30][CH:29]=[CH:28][N:27]=1>C(O)C.O>[OH:32][CH:24]([CH2:25][C:26]1[CH:31]=[N:30][CH:29]=[CH:28][N:27]=1)[C:23]([CH3:22])([CH3:42])[O:33][C:34]1[CH:35]=[CH:36][C:37]([C:38]#[N:39])=[CH:40][CH:41]=1. Procedure: The 6-[5-cyano-2-hydroxy-α-(2-methylpropenyl)benzyl]pyrazine 1-oxide used as the starting material was prepared as follows: (A) 10 ml of a 1.2M solution of butyllithium in n-hexane were added to a solution of 1.68 ml of diisopropylamine in 10 ml of tetrahydrofuran while stirring at -78° C. under a nitrogen atmosphere The solution was stirred for a further 15 minutes and then 0.94 g of 2-methylpyrazine in 20 ml of tetrahydrofuran was added. The solution was allowed to warm to 20° C. and was stirr... The reactants are BrCCCCN1S(N(C2=C(C1)C=CC=C2)C2=C(C=CC=C2)F)(=O)=O (3-(4-bromobutyl)-1-(2-fluorophenyl)-3,4-dihydro-1H-2,1,3-benzothiadiazine 2,2-dioxide), CN (methylamine), Cl (HCl). Yields the product FC1=C(C=CC=C1)N1S(N(CC2=C1C=CC=C2)CCCCNC)(=O)=O (4-[1-(2-fluorophenyl)-2,2-dioxido-1,4-dihydro-3H-2,1,3-benzothiadiazin-3-yl]-N-methylbutan-1-amine). The yield is 82.0%. Reaction SMILES: Br[CH2:2][CH2:3][CH2:4][CH2:5][N:6]1[CH2:11][C:10]2[CH:12]=[CH:13][CH:14]=[CH:15][C:9]=2[N:8]([C:16]2[CH:21]=[CH:20][CH:19]=[CH:18][C:17]=2[F:22])[S:7]1(=[O:24])=[O:23].[CH3:25][NH2:26].Cl>>[F:22][C:17]1[CH:18]=[CH:19][CH:20]=[CH:21][C:16]=1[N:8]1[C:9]2[CH:15]=[CH:14][CH:13]=[CH:12][C:10]=2[CH2:11][N:6]([CH2:5][CH2:4][CH2:3][CH2:2][NH:26][CH3:25])[S:7]1(=[O:24])=[O:23]. Procedure details: In an analogous manner to Example 11 step 5, 3-(4-bromobutyl)-1-(2-fluorophenyl)-3,4-dihydro-1H-2,1,3-benzothiadiazine 2,2-dioxide (0.11 g, 0.26 mmol) was reacted to methylamine and then treated with HCl to provide 4-[1-(2-fluorophenyl)-2,2-dioxido-1,4-dihydro-3H-2,1,3-benzothiadiazin-3-yl]-N-methylbutan-1-amine (0.078 g, 82%) as a white solid: The reactants are C(CC(=O)OCC)(=O)OCC (Diethyl malonate), [H-].[Na+] (sodium hydride), BrCC1=CC=C(C2=C1C=CO2)Cl (4-bromomethyl-7-chloro-benzofuran). Run in C1CCOC1 (THF), C1CCOC1 (THF). Conditions: time 1 hour. Yields the product C(C)OC(C(C(=O)OCC)CC1=CC=C(C2=C1C=CO2)Cl)=O (2-(7-Chloro-benzofuran-4-ylmethyl)-malonic acid diethyl ester). RXN SMILES: [C:1]([O:9][CH2:10][CH3:11])(=[O:8])[CH2:2][C:3]([O:5][CH2:6][CH3:7])=[O:4].[H-].[Na+].Br[CH2:15][C:16]1[C:21]2[CH:22]=[CH:23][O:24][C:20]=2[C:19]([Cl:25])=[CH:18][CH:17]=1>C1COCC1>[CH2:10]([O:9][C:1](=[O:8])[CH:2]([CH2:15][C:16]1[C:21]2[CH:22]=[CH:23][O:24][C:20]=2[C:19]([Cl:25])=[CH:18][CH:17]=1)[C:3]([O:5][CH2:6][CH3:7])=[O:4])[CH3:11] |f:1.2|. Procedure details: Diethyl malonate (1.7 ml) was added dropwise to a suspension of sodium hydride (60%; 0.3 g) in dry THF (40 ml) at 0° under nitrogen. The mixture was allowed to warm to room temperature over 15 mins. Then a solution of 4-bromomethyl-7-chloro-benzofuran in dry THF (10 ml) was added in one portion and the mixture stirred for 1 h; then partitioned between water (100 ml) and ethyl acetate (3×50 ml). The combined organic extracts were washed with brine (50 ml), dried (MgSO4) and evaporated to give the...